From a dataset of the Open Reaction Database (ORD), a public repository of structured organic reaction records. describe an organic reaction: reactants, conditions, products, and yield Reactants: O=C([O-])[O-], CCCc1c(OCC(=O)OCC)ccc(C(C)=O)c1OCCCBr, CC(C)=O, CN(C)C=O, [I-], [K+], [K+], [K+], CCCc1c(O)ccc(C(C)=O)c1O. Product: CCCc1c(OCCCOc2c(C(C)=O)ccc(OCC(=O)OCC)c2CCC)ccc(C(C)=O)c1O. RXN SMILES: [C:39](=[O:40])([O-:41])[O-:42].[CH2:15]([CH3:16])[O:17][C:18]([CH2:19][O:20][c:21]1[c:22]([CH2:35][CH2:36][CH3:37])[c:23]([O:30][CH2:31][CH2:32][CH2:33][Br:34])[c:24]([C:27]([CH3:28])=[O:29])[cH:25][cH:26]1)=[O:38].[CH3:47][C:48](=[O:49])[CH3:50].[CH3:51][N:52]([CH3:53])[CH:54]=[O:55].[I-:46].[K+:43].[K+:44].[K+:45].[OH:1][c:2]1[c:3]([C:12]([CH3:13])=[O:14])[cH:4][cH:5][c:6]([OH:11])[c:7]1[CH2:8][CH2:9][CH3:10]>>[OH:1][c:2]1[c:3]([C:12]([CH3:13])=[O:14])[cH:4][cH:5][c:6]([O:11][CH2:33][CH2:32][CH2:31][O:30][c:23]2[c:22]([CH2:35][CH2:36][CH3:37])[c:21]([O:20][CH2:19][C:18]([O:17][CH2:15][CH3:16])=[O:38])[cH:26][cH:25][c:24]2[C:27]([CH3:28])=[O:29])[c:7]1[CH2:8][CH2:9][CH3:10]. Starting materials: ClC(=O)OCC1=CC=CC=C1 (benzyl chloroformate), O[C@H]1CNCC1 ((R)-3-hydroxypyrrolidine), C([O-])([O-])=O.[Na+].[Na+] (sodium carbonate). Run in C1CCOC1 (THF), C1CCOC1 (THF), O (water). Run at temperature 0 celsius, time 2 hour. Yields the product C(C1=CC=CC=C1)OC(=O)N1C[C@@H](CC1)O (N-Benzyloxycarbonyl-(R)-3-hydroxypyrrolidine). Yield: 95.0%. Reaction SMILES: [OH:1][C@@H:2]1[CH2:6][CH2:5][NH:4][CH2:3]1.C(=O)([O-])[O-].[Na+].[Na+].Cl[C:14]([O:16][CH2:17][C:18]1[CH:23]=[CH:22][CH:21]=[CH:20][CH:19]=1)=[O:15]>C1COCC1.O>[CH2:17]([O:16][C:14]([N:4]1[CH2:5][CH2:6][C@@H:2]([OH:1])[CH2:3]1)=[O:15])[C:18]1[CH:23]=[CH:22][CH:21]=[CH:20][CH:19]=1 |f:1.2.3|. Procedure: To a stirred mixture of (R)-3-hydroxypyrrolidine (4.35 g, 50 mmol) in THF (50 mL) and aqueous sodium carbonate (10.6 g, 100 mmol in 50 mL water) cooled to 0° C. was added a solution of benzyl chloroformate in THF (60 mmol, 8.6 mL in 10 mL THF) over a period of 5-10 min. After stirring at 0° C. for 2 h, the reaction mixture was diluted with 200 mL water and extracted with methylene chloride (3×100 mL). The combined extracts were washed with 1N sulfuric acid (3×75 mL) followed by brine solution (3...